Dataset: the Open Reaction Database (ORD), a public repository of structured organic reaction records. Task: describe an organic reaction: reactants, conditions, products, and yield The reactants are CC1(c2ccc3c(c2)C(c2ccccc2)=NCC(OP(=O)(N2CCOCC2)N2CCOCC2)=N3)OCCO1, CN(C)C=O, CC(=O)O, [H-], C[N+](=O)[O-], [Na+]. The product is CC1(c2ccc3c(c2)C(c2ccccc2)=NCC(=C[N+](=O)[O-])N3)OCCO1. As a reaction SMILES: [CH3:12][C:13]1([c:18]2[cH:19][cH:20][c:21]3[c:22]([cH:49]2)[C:23]([c:43]2[cH:44][cH:45][cH:46][cH:47][cH:48]2)=[N:24][CH2:25][C:26]([O:28][P:29]([N:30]2[CH2:31][CH2:32][O:33][CH2:34][CH2:35]2)([N:36]2[CH2:37][CH2:38][O:39][CH2:40][CH2:41]2)=[O:42])=[N:27]3)[O:14][CH2:15][CH2:16][O:17]1.[CH3:1][N:2]([CH3:3])[CH:4]=[O:5].[CH3:50][C:51](=[O:52])[OH:53].[H-:10].[N+:6](=[O:7])([O-:8])[CH3:9].[Na+:11]>>[N+:6](=[O:7])([O-:8])[CH:9]=[C:26]1[CH2:25][N:24]=[C:23]([c:43]2[cH:44][cH:45][cH:46][cH:47][cH:48]2)[c:22]2[c:21]([cH:20][cH:19][c:18]([C:13]3([CH3:12])[O:14][CH2:15][CH2:16][O:17]3)[cH:49]2)[NH:27]1. Reactants: [Br-], CCOC(=O)C(CNCc1ccc(OC)cc1)C(C)O[Si](C)(C)C(C)(C)C, C1CCOC1, Cc1cc(C)c([Mg+])c(C)c1. The product is COc1ccc(CN2CC(C(C)O[Si](C)(C)C(C)(C)C)C2=O)cc1. Reaction SMILES: [Br-:28].[C:1]([CH3:2])([CH3:3])([CH3:4])[Si:5]([O:6][CH:7]([CH:8]([C:9](=[O:10])[O:11][CH2:12][CH3:13])[CH2:14][NH:15][CH2:16][c:17]1[cH:18][cH:19][c:20]([O:23][CH3:24])[cH:21][cH:22]1)[CH3:25])([CH3:26])[CH3:27].[O:39]1[CH2:40][CH2:41][CH2:42][CH2:43]1.[c:29]1([CH3:30])[cH:31][c:32]([CH3:33])[cH:34][c:35]([CH3:36])[c:37]1[Mg+:38]>>[C:1]([CH3:2])([CH3:3])([CH3:4])[Si:5]([O:6][CH:7]([CH:8]1[C:9](=[O:10])[N:15]([CH2:16][c:17]2[cH:18][cH:19][c:20]([O:23][CH3:24])[cH:21][cH:22]2)[CH2:14]1)[CH3:25])([CH3:26])[CH3:27]. The reactants are CN(C(CN[C@]12[C@@H]([C@H]3CC[C@@H]4[C@]5(CC=C(C([C@@H]5CC[C@]4([C@@]3(CC1)C)C)(C)C)C1=CC=C(C(=O)O)C=C1)C)[C@@H](CC2)C(=C)C)=O)C (4-((1R,3aS,5aR,5bR,7aR,11aS,11bR,13aR,13bR)-3a-(2-(dimethylamino)-2-oxoethylamino)-5a,5b,8,8,11a-pentamethyl-1-(prop-1-en-2-yl)-2,3,3a,4,5,5a,5b,6,7,7a,8,11,11a,11b,12,13,13a,13b-octadecahydro-1H-cyclopenta[a]chrysen-9-yl)benzoic acid), ClCCN1C(CCC1)=O (1-(2-chloroethyl)pyrrolidin-2-one). The product is C[C@]12CC[C@@]3([C@@H]([C@H]2CC[C@@H]2[C@]4(CC=C(C([C@@H]4CC[C@@]12C)(C)C)C1=CC=C(C(=O)O)C=C1)C)[C@@H](CC3)C(=C)C)NCCN3C(CCC3)=O (4-((1R,3aS,5aR,5bR,7aR,11aS,11bR,13aR,13bR)-5a,5b,8,8,11a-pentamethyl-3a-(2-(2-oxopyrrolidin-1-yl)ethylamino)-1-(prop-1-en-2-yl)-2,3,3a,4,5,5a,5b,6,7,7a,8,11,11a,11b,12,13,13a,13b-octadecahydro-1H-cyclopenta[a]chrysen-9-yl)benzoic acid), solid. Isolated yield 62.0%. Reaction SMILES: CN(C)C(=O)C[NH:5][C@:6]12[CH2:40][CH2:39][C@@H:38]([C:41]([CH3:43])=[CH2:42])[C@@H:7]1[C@@H:8]1[C@@:21]([CH3:24])([CH2:22][CH2:23]2)[C@@:20]2([CH3:25])[C@@H:11]([C@:12]3([CH3:37])[C@@H:17]([CH2:18][CH2:19]2)[C:16]([CH3:27])([CH3:26])[C:15]([C:28]2[CH:36]=[CH:35][C:31]([C:32]([OH:34])=[O:33])=[CH:30][CH:29]=2)=[CH:14][CH2:13]3)[CH2:10][CH2:9]1.Cl[CH2:47][CH2:48][N:49]1[CH2:53][CH2:52][CH2:51][C:50]1=[O:54]>>[CH3:24][C@:21]12[C@@:20]3([CH3:25])[C@@H:11]([C@:12]4([CH3:37])[C@@H:17]([CH2:18][CH2:19]3)[C:16]([CH3:26])([CH3:27])[C:15]([C:28]3[CH:36]=[CH:35][C:31]([C:32]([OH:34])=[O:33])=[CH:30][CH:29]=3)=[CH:14][CH2:13]4)[CH2:10][CH2:9][C@@H:8]1[C@H:7]1[C@H:38]([C:41]([CH3:43])=[CH2:42])[CH2:39][CH2:40][C@:6]1([NH:5][CH2:47][CH2:48][N:49]1[CH2:53][CH2:52][CH2:51][C:50]1=[O:54])[CH2:23][CH2:22]2. Procedure details: The title compound was prepared following the method described above for the synthesis of 4-((1R,3aS,5aR,5bR,7aR,11aS,11bR,13aR,13bR)-3a-(2-(dimethylamino)-2-oxoethylamino)-5a,5b,8,8,11a-pentamethyl-1-(prop-1-en-2-yl)-2,3,3a,4,5,5a,5b,6,7,7a,8,11,11a,11b,12,13,13a,13b-octadecahydro-1H-cyclopenta[a]chrysen-9-yl)benzoic acid using 1-(2-chloroethyl)pyrrolidin-2-one as the alkylating reagent in Step 1. The product was isolated as a white solid (19 mg, 62%). LCMS: m/e 641.57 (M+H)+, 2.58 min (method ...